This data is from the Open Reaction Database (ORD), a public repository of structured organic reaction records. The task is: describe an organic reaction: reactants, conditions, products, and yield The reactants are C(C)(C)C1=NC(=NN1)CC(=O)OC (methyl (5-isopropyl-1H-1,2,4-triazol-3-yl)acetate), C(C1=CC=CC=C1)[C@H]1CN(CCN1)C1=CC=C2C(=NN(C2=C1)C1CCC1)CC (6-((S)-3-benzyl-piperazin-1-yl)-1-cyclobutyl-3-ethyl-1H-indazole), Product. Yields the product C(C1=CC=CC=C1)[C@@H]1N(CCN(C1)C1=CC=C2C(=NN(C2=C1)C1CCC1)CC)C(CC1=NN=C(N1)C(C)C)=O ((S)-1-(2-benzyl-4-(1-cyclobutyl-3-ethyl-1H-indazol-6-yl)piperazin-1-yl)-2-(5-isopropyl-4H-1,2,4-triazol-3-yl)ethanone). RXN SMILES: [CH:1]([C:4]1[NH:8][N:7]=[C:6]([CH2:9][C:10]([O:12]C)=O)[N:5]=1)([CH3:3])[CH3:2].[CH2:14]([C@@H:21]1[NH:26][CH2:25][CH2:24][N:23]([C:27]2[CH:35]=[C:34]3[C:30]([C:31]([CH2:40][CH3:41])=[N:32][N:33]3[CH:36]3[CH2:39][CH2:38][CH2:37]3)=[CH:29][CH:28]=2)[CH2:22]1)[C:15]1[CH:20]=[CH:19][CH:18]=[CH:17][CH:16]=1>>[CH2:14]([C@H:21]1[CH2:22][N:23]([C:27]2[CH:35]=[C:34]3[C:30]([C:31]([CH2:40][CH3:41])=[N:32][N:33]3[CH:36]3[CH2:37][CH2:38][CH2:39]3)=[CH:29][CH:28]=2)[CH2:24][CH2:25][N:26]1[C:10](=[O:12])[CH2:9][C:6]1[NH:5][C:4]([CH:1]([CH3:2])[CH3:3])=[N:8][N:7]=1)[C:15]1[CH:16]=[CH:17][CH:18]=[CH:19][CH:20]=1. Reported procedure: Prepared by the method outlined for Example 275 using methyl (5-isopropyl-1H-1,2,4-triazol-3-yl)acetate and 6-((S)-3-benzyl-piperazin-1-yl)-1-cyclobutyl-3-ethyl-1H-indazole as starting materials. Product as a light brown solid (35%). LC/MS (Method B) 3.72 min, [M+1]+ 526. The reactants are solution, C(C)(C)(C)[Li] (t-butyllithium), COB(OC)OC (trimethoxyborane), Cl (hydrochloric acid), BrC1=C(C#N)C=CC=C1 (2-bromobenzonitrile). Run in CCCCC (n-pentane), C1CCOC1 (THF), C1CCOC1 (THF). Conditions: temperature -76 celsius, time 20 minute. Yields the product C(#N)C1=C(C=CC=C1)OB(O)O (2-cyanophenylboric Acid). The yield is 50.3%. Reaction SMILES: C([Li])(C)(C)C.Br[C:7]1[CH:14]=[CH:13][CH:12]=[CH:11][C:8]=1[C:9]#[N:10].C[O:16][B:17]([O:20]C)[O:18]C.Cl>CCCCC.C1COCC1>[C:9]([C:8]1[CH:11]=[CH:12][CH:13]=[CH:14][C:7]=1[O:16][B:17]([OH:20])[OH:18])#[N:10]. Procedure details: 12.4 ml of a 1.6 M solution of t-butyllithium in n-pentane was dropwise added to 23 ml of THF at −76° C. in about 10 minutes. Then, a solution of 2.0 g (11.0 mmo ) of 2-bromobenzonitrile in 3.0 ml. of THF was dropwise added to the resulting mixture at −76° C. in about 20 minutes, followed by the dropwise addition of 2.3 ml (19.8 mmol) of trimethoxyborane in 7 minutes. The obtained mixture was stirred at −76° C. for 20 minutes, followed by the addition of 13.8 ml of 2N hydrochloric acid. The obta... Reactants: C1CCOC1, CC(C)[N-]C(C)C, Cc1ncc(C(=O)O)s1, Cc1onc(-c2ccccc2)c1CCl, [Li+]. Product: Cc1onc(-c2ccccc2)c1CCc1ncc(C(=O)O)s1. As a reaction SMILES: [CH2:32]1[O:33][CH2:34][CH2:35][CH2:36]1.[CH3:11][CH:12]([N-:13][CH:14]([CH3:15])[CH3:16])[CH3:17].[CH3:1][c:2]1[s:3][c:4]([C:7](=[O:8])[OH:9])[cH:5][n:6]1.[Cl:18][CH2:19][c:20]1[c:21](-[c:26]2[cH:27][cH:28][cH:29][cH:30][cH:31]2)[n:22][o:23][c:24]1[CH3:25].[Li+:10]>>[CH2:1]([c:2]1[s:3][c:4]([C:7](=[O:8])[OH:9])[cH:5][n:6]1)[CH2:19][c:20]1[c:21](-[c:26]2[cH:27][cH:28][cH:29][cH:30][cH:31]2)[n:22][o:23][c:24]1[CH3:25].